This data is from the Open Reaction Database (ORD), a public repository of structured organic reaction records. The task is: describe an organic reaction: reactants, conditions, products, and yield The reactants are OC(CN1C(CNCC1)=O)COC1=C(C=CC=C1)OC (1-[2-hydroxy-3-(2-methoxyphenoxy)propyl]piperazin-2-one), CCO (EtOH), CC1=C(C(=CC=C1)C)NC(CCl)=O (N-(2,6-dimethylphenyl)-2-chloroacetamide), C(C)(C)N(CC)C(C)C (diisopropylethyl amine). The product is CC1=C(C(=CC=C1)C)NC(CN1CC(N(CC1)CC(COC1=C(C=CC=C1)OC)O)=O)=O (N-(2,6-dimethylphenyl)-2-{4-[2-hydroxy-3-(2-methoxyphenoxy)propyl]-3-oxopiperazinyl}acetamide). As a reaction SMILES: [OH:1][CH:2]([CH2:11][O:12][C:13]1[CH:18]=[CH:17][CH:16]=[CH:15][C:14]=1[O:19][CH3:20])[CH2:3][N:4]1[CH2:9][CH2:8][NH:7][CH2:6][C:5]1=[O:10].CCO.[CH3:24][C:25]1[CH:30]=[CH:29][CH:28]=[C:27]([CH3:31])[C:26]=1[NH:32][C:33](=[O:36])[CH2:34]Cl.C(N(C(C)C)CC)(C)C>>[CH3:31][C:27]1[CH:28]=[CH:29][CH:30]=[C:25]([CH3:24])[C:26]=1[NH:32][C:33](=[O:36])[CH2:34][N:7]1[CH2:8][CH2:9][N:4]([CH2:3][CH:2]([OH:1])[CH2:11][O:12][C:13]2[CH:18]=[CH:17][CH:16]=[CH:15][C:14]=2[O:19][CH3:20])[C:5](=[O:10])[CH2:6]1. Procedure: To a solution of compound 13 in 10 mL EtOH (0.1 g, 0.30 mmol) was added compound 3 (0.7 g, 0.36 mmol) and diisopropylethyl amine (0.76 g, 0.36 mmol). The reaction mixture was heated at reflux for 24 h. The mixture was concentrated in vacuo and the residue was purified by using Prep. TLC (10:1, DCM:MeOH) to afford compound 14: Mass spectrum (M+1)=442.34